This data is from the Open Reaction Database (ORD), a public repository of structured organic reaction records. The task is: describe an organic reaction: reactants, conditions, products, and yield Reactants: FC=1C=C2C=C(NC2=CC1C(F)(F)F)C(=O)OCC (ethyl 5-fluoro-6-trifluoromethylindole-2-carboxylate), [OH-].[Na+] (sodium hydroxide). Solvent: C(C)O (ethanol). Run at time 1 hour. Yields the product FC=1C=C2C=C(NC2=CC1C(F)(F)F)C(=O)O (5-fluoro-6-trifluoromethylindole-2-carboxylic acid). Yield: 90.3%. Reaction SMILES: [F:1][C:2]1[CH:3]=[C:4]2[C:8](=[CH:9][C:10]=1[C:11]([F:14])([F:13])[F:12])[NH:7][C:6]([C:15]([O:17]CC)=[O:16])=[CH:5]2.[OH-].[Na+]>C(O)C>[F:1][C:2]1[CH:3]=[C:4]2[C:8](=[CH:9][C:10]=1[C:11]([F:14])([F:13])[F:12])[NH:7][C:6]([C:15]([OH:17])=[O:16])=[CH:5]2 |f:1.2|. Procedure: A solution of 1.85 g of ethyl 5-fluoro-6-trifluoromethylindole-2-carboxylate in 60 ml of ethanol was treated with 30 ml of 2N sodium hydroxide solution and stirred at room temperature for 1 hour. The alcohol was evaporated and the solution was adjusted to pH 1 with 2N hydrochloric acid. The separated crystals were isolated, washed with water and dried. There were obtained 1.5 g (90%) of 5-fluoro-6-trifluoromethylindole-2-carboxylic acid as brown crystals with m.p. 178°-180°. Procedure: Prepared from 5-(5-methyl-[1,2,4]oxadiazol-3-yl)-4-phenyl-thiazol-2-ylamine and phenyl-acetyl chloride. Reactants: CC1=NC(=NO1)C1=C(N=C(S1)N)C1=CC=CC=C1 (5-(5-methyl-[1,2,4]oxadiazol-3-yl)-4-phenyl-thiazol-2-ylamine), C1(=CC=CC=C1)CC(=O)Cl (phenyl-acetyl chloride). Yields the product CC1=NC(=NO1)C1=C(N=C(S1)NC(CC1=CC=CC=C1)=O)C1=CC=CC=C1 (N-[5-(5-Methyl-[1,2,4]oxadiazol-3-yl)-4-phenyl-thiazol-2-yl]-2-phenyl-acetamide). As a reaction SMILES: [CH3:1][C:2]1[O:6][N:5]=[C:4]([C:7]2[S:11][C:10]([NH2:12])=[N:9][C:8]=2[C:13]2[CH:18]=[CH:17][CH:16]=[CH:15][CH:14]=2)[N:3]=1.[C:19]1([CH2:25][C:26](Cl)=[O:27])[CH:24]=[CH:23][CH:22]=[CH:21][CH:20]=1>>[CH3:1][C:2]1[O:6][N:5]=[C:4]([C:7]2[S:11][C:10]([NH:12][C:26](=[O:27])[CH2:25][C:19]3[CH:24]=[CH:23][CH:22]=[CH:21][CH:20]=3)=[N:9][C:8]=2[C:13]2[CH:14]=[CH:15][CH:16]=[CH:17][CH:18]=2)[N:3]=1. Starting materials: C(C1=CC=CC=C1)C1=CC=NC=C1 (4-benzylpyridine), C(O)([O-])=O.[K+] (potassium hydrogen carbonate), BrBr (bromine), OC1=CC=C(C=C1)C(CC)=O (4'-hydroxypropiophenone). Solvent: CO (methanol), O (water), O1CCOCC1 (dioxane). The product is CC(C(C=1C=CC(=CC1)O)O)N2CCC(CC2)CC=3C=CC=CC3.Br (ifenprodil hydrobromide). Yield: 66.4%. Reaction SMILES: [OH:1][C:2]1[CH:7]=[CH:6][C:5]([C:8](=[O:11])[CH2:9][CH3:10])=[CH:4][CH:3]=1.[Br:12]Br.[CH2:14]([C:21]1[CH:26]=[CH:25][N:24]=[CH:23][CH:22]=1)[C:15]1[CH:20]=[CH:19][CH:18]=[CH:17][CH:16]=1.C(=O)([O-])O.[K+]>CO.O.O1CCOCC1>[CH3:10][CH:9]([N:24]1[CH2:25][CH2:26][CH:21]([CH2:14][C:15]2[CH:16]=[CH:17][CH:18]=[CH:19][CH:20]=2)[CH2:22][CH2:23]1)[CH:8]([OH:11])[C:5]1[CH:6]=[CH:7][C:2]([OH:1])=[CH:3][CH:4]=1.[BrH:12] |f:3.4,8.9|. Procedure details: To 4 ml of dioxane were added 6.0 g of 4'-hydroxypropiophenone. 6.4 Grams of bromine were added dropwise to the mixture with stirring at room temperature, and the reaction liquid was stirred for an additional 10 minutes. To the reaction liquid were then added 6.4 g of 4-benzylpyridine, 1 ml of water, 100 ml of methanol and 4.0 g of potassium hydrogen carbonate, and the mixture was refluxed under heating for 5 hours. The reaction mixture was then treated in the same manner as described in Example... The reactants are COC(=O)c1cnc(N2CCc3[nH]c4ccc(-c5cccc(CN6CCNCC6)c5)cc4c3C2)nc1, CC(=O)OC(C)=O, CN(C)c1ccncc1, ClCCl, O. Yields the product COC(=O)c1cnc(N2CCc3[nH]c4ccc(-c5cccc(CN6CCN(C(C)=O)CC6)c5)cc4c3C2)nc1. Reaction SMILES: [CH3:1][O:2][C:3](=[O:4])[c:5]1[cH:6][n:7][c:8]([N:11]2[CH2:12][c:13]3[c:14]([nH:15][c:16]4[cH:17][cH:18][c:19](-[c:22]5[cH:23][c:24]([CH2:28][N:29]6[CH2:30][CH2:31][NH:32][CH2:33][CH2:34]6)[cH:25][cH:26][cH:27]5)[cH:20][c:21]34)[CH2:35][CH2:36]2)[n:9][cH:10]1.[CH3:37][C:38](=[O:39])[O:40][C:41](=[O:42])[CH3:43].[CH3:47][N:48]([CH3:49])[c:50]1[cH:51][cH:52][n:53][cH:54][cH:55]1.[Cl:44][CH2:45][Cl:46].[OH2:56]>>[CH3:1][O:2][C:3](=[O:4])[c:5]1[cH:6][n:7][c:8]([N:11]2[CH2:12][c:13]3[c:14]([nH:15][c:16]4[cH:17][cH:18][c:19](-[c:22]5[cH:23][c:24]([CH2:28][N:29]6[CH2:30][CH2:31][N:32]([C:38]([CH3:37])=[O:39])[CH2:33][CH2:34]6)[cH:25][cH:26][cH:27]5)[cH:20][c:21]34)[CH2:35][CH2:36]2)[n:9][cH:10]1. Procedure: Following the general method described in example 9, N-[2-(3,4-dihydro-1H-isoquinolin-2-yl)-pyridin-4-yl]-benzamide (example 17a) was reacted with lithium aluminum hydride. After workup and chromatography the free base of the title compound was treated with hydrogen chloride and triturated with Et2O/pentane. The title compound was obtained as white amorphous material. MS: m/e=315 (M+). Yields the product C(C1=CC=CC=C1)NC1=CC(=NC=C1)N1CC2=CC=CC=C2CC1 (Benzyl-[2-(3,4-dihydro-1H-isoquinolin-2-yl)-pyridin-4-yl]-amine). Reaction SMILES: [CH2:1]1[C:10]2[C:5](=[CH:6][CH:7]=[CH:8][CH:9]=2)[CH2:4][CH2:3][N:2]1[C:11]1[CH:16]=[C:15]([NH:17][C:18](=O)[C:19]2[CH:24]=[CH:23][CH:22]=[CH:21][CH:20]=2)[CH:14]=[CH:13][N:12]=1.[H-].[Al+3].[Li+].[H-].[H-].[H-].Cl>>[CH2:18]([NH:17][C:15]1[CH:14]=[CH:13][N:12]=[C:11]([N:2]2[CH2:3][CH2:4][C:5]3[C:10](=[CH:9][CH:8]=[CH:7][CH:6]=3)[CH2:1]2)[CH:16]=1)[C:19]1[CH:24]=[CH:23][CH:22]=[CH:21][CH:20]=1 |f:1.2.3.4.5.6|. Starting materials: C1N(CCC2=CC=CC=C12)C1=NC=CC(=C1)NC(C1=CC=CC=C1)=O (N-[2-(3,4-dihydro-1H-isoquinolin-2-yl)-pyridin-4-yl]-benzamide), Cl (hydrogen chloride), [H-].[Al+3].[Li+].[H-].[H-].[H-] (lithium aluminum hydride). Reactants: ClC1=NC=C(C=C1[N+](=O)[O-])C(F)(F)F (2-chloro-3-nitro-5-(trifluoromethyl)pyridine), NC(CO)(C)C (2-amino-2-methyl-1-propanol). Run in C(C)(=O)OCC (ethyl acetate), CN(C=O)C (N,N-dimethylformamide). Conditions: time 3.5 hour. Yields the product CC(CO)(C)NC1=NC=C(C=C1[N+](=O)[O-])C(F)(F)F (2-(1,1-dimethyl-2-hydroxyethylamino)-3-nitro-5-(trifluoromethyl)pyridine). Yield: 99.8%. Reaction SMILES: Cl[C:2]1[C:7]([N+:8]([O-:10])=[O:9])=[CH:6][C:5]([C:11]([F:14])([F:13])[F:12])=[CH:4][N:3]=1.[NH2:15][C:16]([CH3:20])([CH3:19])[CH2:17][OH:18]>CN(C)C=O.C(OCC)(=O)C>[CH3:19][C:16]([NH:15][C:2]1[C:7]([N+:8]([O-:10])=[O:9])=[CH:6][C:5]([C:11]([F:14])([F:13])[F:12])=[CH:4][N:3]=1)([CH3:20])[CH2:17][OH:18]. Procedure: To a solution of 2-chloro-3-nitro-5-(trifluoromethyl)pyridine (1 g) in N,N-dimethylformamide (10 mL) was added 2-amino-2-methyl-1-propanol (1.18 g) at 0° C. The mixture was stirred at room temperature for 3.5 hours under nitrogen atmosphere. The mixture was diluted with ethyl acetate and washed successively with water and brine. The organic layer was dried over anhydrous magnesium sulfate and concentrated in vacuo to give 2-(1,1-dimethyl-2-hydroxyethylamino)-3-nitro-5-(trifluoromethyl)pyridine (...